This data is from the Open Reaction Database (ORD), a public repository of structured organic reaction records. The task is: describe an organic reaction: reactants, conditions, products, and yield The reactants are CC=1CC(N(N1)C1=CC=CC=C1)=O (5-Methyl-2-phenyl-2,4-dihydro-pyrazol-3-one), COC=1C(=CC=CC1)N (o-anisidin), C(C)(=O)O (acetic acid). Run in CO (methanol). Yields the product COC1=C(C=CC=C1)NC=C1C(N(N=C1C)C1=CC=CC=C1)=O (4-(2-Methoxyphenylaminomethylene)-5-methyl-2-phenyl-2,4-dihydro-pyrazol-3-one). RXN SMILES: [CH3:1][C:2]1[CH2:3][C:4](=[O:13])[N:5]([C:7]2[CH:12]=[CH:11][CH:10]=[CH:9][CH:8]=2)[N:6]=1.[CH3:14][O:15][C:16]1[C:17]([NH2:22])=[CH:18][CH:19]=[CH:20][CH:21]=1.[C:23](O)(=O)C>CO>[CH3:14][O:15][C:16]1[CH:21]=[CH:20][CH:19]=[CH:18][C:17]=1[NH:22][CH:23]=[C:3]1[C:2]([CH3:1])=[N:6][N:5]([C:7]2[CH:8]=[CH:9][CH:10]=[CH:11][CH:12]=2)[C:4]1=[O:13]. Procedure details: 5-Methyl-2-phenyl-2,4-dihydro-pyrazol-3-one 2 g trimethylorthoformiate (188 ml) and o-anisidin (1.29 ml) are heated swith glacial acetic acid (5 ml) to 70° C. for 2 hours. After the reaction mixture cools down, methanol is added. The precipitate is collected and recrystallized in ethylacetate. Reactants: C(#N)C=1C=C(C=CC1F)S(=O)(=O)Cl (3-cyano-4-fluorobenzene-1-sulfonyl chloride), COC1=C(CNC=2SC=NN2)C=CC(=C1)OC (N-(2,4-Dimethoxybenzyl)-1,3,4-thiadiazol-2-amine), solution, C[Si](C)(C)[N-][Si](C)(C)C.[Li+] (lithium bis(trimethylsilyl)amide). The solvent is O1CCCC1 (tetrahydrofuran), C(C)(=O)OCC (ethyl acetate), CC1OCCC1 (2-methyltetrahydrofuran), O1CCCC1 (tetrahydrofuran). Run at temperature -50 celsius, time 5 minute. Product: C(#N)C=1C=C(C=CC1F)S(=O)(=O)N(C=1SC=NN1)CC1=C(C=C(C=C1)OC)OC (3-Cyano-N-(2,4-dimethoxybenzyl)-4-fluoro-N-1,3,4-thiadiazol-2-ylbenzenesulfonamide). Yield: 29.9%. RXN SMILES: [CH3:1][O:2][C:3]1[CH:15]=[C:14]([O:16][CH3:17])[CH:13]=[CH:12][C:4]=1[CH2:5][NH:6][C:7]1[S:8][CH:9]=[N:10][N:11]=1.C[Si]([N-][Si](C)(C)C)(C)C.[Li+].[C:28]([C:30]1[CH:31]=[C:32]([S:37](Cl)(=[O:39])=[O:38])[CH:33]=[CH:34][C:35]=1[F:36])#[N:29]>CC1CCCO1.O1CCCC1.C(OCC)(=O)C>[C:28]([C:30]1[CH:31]=[C:32]([S:37]([N:6]([CH2:5][C:4]2[CH:12]=[CH:13][C:14]([O:16][CH3:17])=[CH:15][C:3]=2[O:2][CH3:1])[C:7]2[S:8][CH:9]=[N:10][N:11]=2)(=[O:39])=[O:38])[CH:33]=[CH:34][C:35]=1[F:36])#[N:29] |f:1.2|. Procedure: N-(2,4-Dimethoxybenzyl)-1,3,4-thiadiazol-2-amine (Preparation 14, 5.72 g, 22.8 mmol) was dissolved in 2-methyltetrahydrofuran (100 mL) and the suspension cooled to −50° C. A 1M solution of lithium bis(trimethylsilyl)amide in tetrahydrofuran (34.1 mL, 34.1 mmol) was added slowly over 15 minutes. This suspension was stirred at −50° C. for 5 minutes, warmed to 10° C. then cooled again to −78° C. A solution of 3-cyano-4-fluorobenzene-1-sulfonyl chloride (10 g, 45.5 mmol) in tetrahydrofuran (20 mL) w...